Dataset: the Open Reaction Database (ORD), a public repository of structured organic reaction records. Task: describe an organic reaction: reactants, conditions, products, and yield Product: CCCCCCOc1ccc(C(=O)c2cccc(C#N)c2)c(C)c1. The reactants are [Al+3], N#Cc1cccc(C(=O)O)c1, CCCCCCOc1cccc(C)c1, [Cl-], [Cl-], [Cl-], [Cl-], Cl, O=[N+]([O-])c1ccccc1, O. As a reaction SMILES: [Al+3:2].[C:6](#[N:7])[c:8]1[cH:9][c:10]([C:11](=[O:12])[OH:13])[cH:14][cH:15][cH:16]1.[CH2:17]([CH2:18][CH2:19][CH2:20][CH2:21][CH3:22])[O:23][c:24]1[cH:25][c:26]([CH3:30])[cH:27][cH:28][cH:29]1.[Cl-:1].[Cl-:3].[Cl-:4].[Cl-:5].[ClH:31].[O-:32][N+:33]([c:34]1[cH:35][cH:36][cH:37][cH:38][cH:39]1)=[O:40].[OH2:41]>>[C:6](#[N:7])[c:8]1[cH:9][c:10]([C:11](=[O:13])[c:27]2[c:26]([CH3:30])[cH:25][c:24]([O:23][CH2:17][CH2:18][CH2:19][CH2:20][CH2:21][CH3:22])[cH:29][cH:28]2)[cH:14][cH:15][cH:16]1. The reactants are FC(C(=O)O)(F)F (Trifluoroacetic acid), O1CC(C1)N1CCN(CC1)C(=O)OC(C)(C)C (tert-butyl 4-(oxetan-3-yl)piperazine-1-carboxylate). Run in C(Cl)Cl (CH2Cl2). The product is O1CC(C1)N1CCNCC1 (1-(oxetan-3-yl)piperazine). Isolated yield 98.0%. As a reaction SMILES: FC(F)(F)C(O)=O.[O:8]1[CH2:11][CH:10]([N:12]2[CH2:17][CH2:16][N:15](C(OC(C)(C)C)=O)[CH2:14][CH2:13]2)[CH2:9]1>C(Cl)Cl>[O:8]1[CH2:11][CH:10]([N:12]2[CH2:17][CH2:16][NH:15][CH2:14][CH2:13]2)[CH2:9]1. Procedure: Trifluoroacetic acid (100 mL, 33.0 eq, 1327.9 mmol) was added to a solution of tert-butyl 4-(oxetan-3-yl)piperazine-1-carboxylate (9.8 g, 1.0 eq, 40.2 mmol) in CH2Cl2 (500 mL). Reaction mixture was allowed to stir at room temperature. Progress of the reaction was monitored by TLC analysis. After 30 minutes the reaction mixture was concentrated on a rotovap (bath temperature was maintained at 20° C.) to remove the volatiles. The crude solution was loaded on to SCX-2 (100 g, obtained from Sillicyc...